Dataset: the Open Reaction Database (ORD), a public repository of structured organic reaction records. Task: describe an organic reaction: reactants, conditions, products, and yield Starting materials: starting material, BrC1=CC=C(N)C=C1 (4-bromoaniline), CC(=O)C (acetone), C(C)(=O)OCC.C(Cl)Cl (ethyl acetate methylene chloride), 12. Run at time 90 hour. Yields the product BrC=1C=C2C(=CC(NC2=CC1)(C)C)C (6-Bromo-1,2-dihydro-2,2,4-trimethylquinoline). Yield: 15.0%. Reaction SMILES: [Br:1][C:2]1[CH:8]=[CH:7][C:5]([NH2:6])=[CH:4][CH:3]=1.[CH3:9][C:10]([CH3:12])=O.C(O[CH2:17][CH3:18])(=O)C.[CH2:19](Cl)Cl>>[Br:1][C:2]1[CH:8]=[C:7]2[C:5](=[CH:4][CH:3]=1)[NH:6][C:17]([CH3:18])([CH3:19])[CH:9]=[C:10]2[CH3:12] |f:2.3|. Procedure details: A dry 500 mL r.b. flask equipped with a magnetic stir bar and a reflux condenser was charged with 4-bromoaniline (35.7g, 0.208 mol) and acetone (250 mL, Aldrich reagent grade). To this solution, 12 (2.637 g, 0.05 equiv) was added turning the solution bright red. The mixture was heated to reflux with constant stirring for 4 days (approximately 90 hours). The reaction was monitored by TLC (20% ethyl acetate/methylene chloride; observed starting material and product under short wave UV). As judged ... The reactants are FC(CO)(F)F (2,2,2-trifluoroethanol), O=C1C(CCCC1)C(=O)OCC (ethyl 2-oxocyclohexanecarboxylate), BrC1=CC(=C(C=C1F)[C@H](C)N[S@](=O)C(C)(C)C)F ((R)—N—((S)-1-(4-bromo-2,5-difluorophenyl)ethyl)-2-methylpropane-2-sulfinamide), C(=O)([O-])[O-].[Cs+].[Cs+] (Cs2CO3). The reagents and catalysts are [Cu]I (copper(I) iodide). The solvent is CCOC(=O)C (EtOAc). Reaction conditions: temperature 78 celsius. Product: FC1=C(C=C(C(=C1)OCC(F)(F)F)F)[C@H](C)N[S@](=O)C(C)(C)C ((R)—N—((S)-1-(2,5-difluoro-4-(2,2,2-trifluoroethoxyl)phenyl)ethyl)-2-methylpropane-2-sulfinamide). Isolated yield 98.1%. Reaction SMILES: O=C1CCCCC1C(OCC)=O.Br[C:14]1[C:19]([F:20])=[CH:18][C:17]([C@@H:21]([NH:23][S@@:24]([C:26]([CH3:29])([CH3:28])[CH3:27])=[O:25])[CH3:22])=[C:16]([F:30])[CH:15]=1.C([O-])([O-])=O.[Cs+].[Cs+].[F:37][C:38]([F:42])([F:41])[CH2:39][OH:40]>CCOC(C)=O.[Cu]I>[F:30][C:16]1[CH:15]=[C:14]([O:40][CH2:39][C:38]([F:42])([F:41])[F:37])[C:19]([F:20])=[CH:18][C:17]=1[C@@H:21]([NH:23][S@@:24]([C:26]([CH3:29])([CH3:28])[CH3:27])=[O:25])[CH3:22] |f:2.3.4|. Procedure: To a mixture of ethyl 2-oxocyclohexanecarboxylate (58.0 mg, 0.341 mmol), (R)—N—((S)-1-(4-bromo-2,5-difluorophenyl)ethyl)-2-methylpropane-2-sulfinamide (580 mg, 1.705 mmol), Cs2CO3 (1555 mg, 4.77 mmol), copper(I) iodide (32.5 mg, 0.170 mmol) was added 2,2,2-trifluoroethanol (871 μl, 11.93 mmol). The reaction was sealed and heated at 78° C. for 24 hours. LCMS indicated complete conversion to product. The reaction mixture was then cooled to room temperature and diluted with EtOAc (20 mL). The mixtu...